Dataset: the Open Reaction Database (ORD), a public repository of structured organic reaction records. Task: describe an organic reaction: reactants, conditions, products, and yield The reactants are C(CC)NC1=C(C=O)C=CC(=C1)C(F)(F)F (2-Propylamino-4-trifluoromethyl-benzaldehyde), COC(=O)C=P(C1=CC=CC=C1)(C2=CC=CC=C2)C3=CC=CC=C3 (methyl (triphenylphosphoranylidene) acetate). The solvent is C1(=CC=CC=C1)C (toluene). The product is COC(C=CC1=C(C=C(C=C1)C(F)(F)F)NCCC)=O (3-(2-propylamino-4-trifluoromethyl-phenyl)-acrylic acid methyl ester). Yield: 69.0%. As a reaction SMILES: [CH2:1]([NH:4][C:5]1[CH:12]=[C:11]([C:13]([F:16])([F:15])[F:14])[CH:10]=[CH:9][C:6]=1[CH:7]=O)[CH2:2][CH3:3].[CH3:17][O:18][C:19]([CH:21]=P(C1C=CC=CC=1)(C1C=CC=CC=1)C1C=CC=CC=1)=[O:20]>C1(C)C=CC=CC=1>[CH3:17][O:18][C:19](=[O:20])[CH:21]=[CH:7][C:6]1[CH:9]=[CH:10][C:11]([C:13]([F:16])([F:15])[F:14])=[CH:12][C:5]=1[NH:4][CH2:1][CH2:2][CH3:3]. Reported procedure: N-Methoxy-N-methyl-2-propylamino-4-trifluoromethyl-benzamide (98.3 mg, 0.339 mmol) was reacted with 1M lithium aluminum hydride (0.6 ml) in THF (20 ml) at −40° C. for 1 hr. The reaction mixture was quenched by adding saturated potassium hydrogen sulfate solution. The mixture was stirred for 30 min. The reactions solvent was removed in vacuo. Water (30 ml) was added to the resulting residue, which was extracted with CH2Cl2 (30 ml×3). The combined organic layer was dried over MgSO4 and concentrate...